Dataset: the Open Reaction Database (ORD), a public repository of structured organic reaction records. Task: describe an organic reaction: reactants, conditions, products, and yield The reactants are CC(C)(C)OC(=O)N1CCc2ccc(Oc3ccc(C(N)=O)cn3)cc2C1, ClCCl, O=C(O)C(F)(F)F. The product is NC(=O)c1ccc(Oc2ccc3c(c2)CNCC3)nc1. RXN SMILES: [C:8]([O:9][C:10](=[O:11])[N:15]1[CH2:16][c:17]2[cH:18][c:19]([O:25][c:26]3[n:27][cH:28][c:29]([C:32]([NH2:33])=[O:34])[cH:30][cH:31]3)[cH:20][cH:21][c:22]2[CH2:23][CH2:24]1)([CH3:12])([CH3:13])[CH3:14].[Cl:35][CH2:36][Cl:37].[OH:1][C:2]([C:3]([F:4])([F:5])[F:6])=[O:7]>>[NH:15]1[CH2:16][c:17]2[cH:18][c:19]([O:25][c:26]3[n:27][cH:28][c:29]([C:32]([NH2:33])=[O:34])[cH:30][cH:31]3)[cH:20][cH:21][c:22]2[CH2:23][CH2:24]1. Starting materials: C(C)(C)(C)OC(=O)NC(C(=O)O[C@H]1CN2CCC1CC2)C2=CC=C(C=C2)C ((R)-quinuclidin-3-yl 2-(tert-butoxycarbonylamino)-2-p-tolylacetate), Cl (hydrogen chloride). Run in C1CCOC1 (THF). Conditions: time 15 hour. The product is Cl.Cl.NC(C(=O)O[C@H]1CN2CCC1CC2)C2=CC=C(C=C2)C ((R)-quinuclidin-3-yl 2-amino-2-p-tolylacetate dihydrochloride). Isolated yield 99.7%. Reaction SMILES: C(OC([NH:8][CH:9]([C:21]1[CH:26]=[CH:25][C:24]([CH3:27])=[CH:23][CH:22]=1)[C:10]([O:12][C@@H:13]1[CH:18]2[CH2:19][CH2:20][N:15]([CH2:16][CH2:17]2)[CH2:14]1)=[O:11])=O)(C)(C)C.[ClH:28]>C1COCC1>[ClH:28].[ClH:28].[NH2:8][CH:9]([C:21]1[CH:22]=[CH:23][C:24]([CH3:27])=[CH:25][CH:26]=1)[C:10]([O:12][C@@H:13]1[CH:18]2[CH2:17][CH2:16][N:15]([CH2:20][CH2:19]2)[CH2:14]1)=[O:11] |f:3.4.5|. Procedure: To a solution of (R)-quinuclidin-3-yl 2-(tert-butoxycarbonylamino)-2-p-tolylacetate (C41) (250 mg, 0.67 mmol) in THF (50 ml), was added 37% hydrogen chloride (1.0 ml, 12.2 mmol), and the reaction was stirred at RT for 15 hours. The solvent was evaporated to obtain (R)-quinuclidin-3-yl 2-amino-2-p-tolylacetate dihydrochloride (232 mg; quantitative yield). The product is CNC1CN(Cc2ccccc2)CC1c1cccc(Cl)c1. Reaction SMILES: [BH3:33].[CH2:1]([c:2]1[cH:3][cH:4][cH:5][cH:6][cH:7]1)[N:8]1[CH2:9][CH:10]([NH2:20])[CH:11]([c:13]2[cH:14][c:15]([Cl:19])[cH:16][cH:17][cH:18]2)[CH2:12]1.[CH2:34]1[O:35][CH2:36][CH2:37][CH2:38]1.[Cl:27][C:28]([O:29][CH2:30][CH3:31])=[O:32].[K+:21].[K+:22].[O-:23][C:24]([O-:25])=[O:26].[OH2:39]>>[CH2:1]([c:2]1[cH:3][cH:4][cH:5][cH:6][cH:7]1)[N:8]1[CH2:9][CH:10]([NH:20][CH3:24])[CH:11]([c:13]2[cH:14][c:15]([Cl:19])[cH:16][cH:17][cH:18]2)[CH2:12]1. The reactants are B, NC1CN(Cc2ccccc2)CC1c1cccc(Cl)c1, C1CCOC1, CCOC(=O)Cl, [K+], [K+], O=C([O-])[O-], O. The reactants are [Al], CC(C)(C)OC(=O)N1CCc2[nH]c(-c3ccnc(N)n3)cc2C1=O, O=C1CCC(=O)N1I, [Na+], [Na+], O=S([O-])([O-])=S, CN(C)C=O. RXN SMILES: [Al:33].[C:9]([CH3:10])([CH3:11])([CH3:12])[O:13][C:14](=[O:15])[N:16]1[C:17](=[O:32])[c:18]2[c:19]([nH:22][c:23](-[c:25]3[n:26][c:27]([NH2:31])[n:28][cH:29][cH:30]3)[cH:24]2)[CH2:20][CH2:21]1.[I:1][N:2]1[C:3](=[O:4])[CH2:5][CH2:6][C:7]1=[O:8].[Na+:34].[Na+:35].[O-:36][S:37]([O-:38])(=[S:39])=[O:40].[O:41]=[CH:42][N:43]([CH3:44])[CH3:45]>>[I:1][c:24]1[c:18]2[c:19]([nH:22][c:23]1-[c:25]1[n:26][c:27]([NH2:31])[n:28][cH:29][cH:30]1)[CH2:20][CH2:21][N:16]([C:14]([O:13][C:9]([CH3:10])([CH3:11])[CH3:12])=[O:15])[C:17]2=[O:32]. Product: CC(C)(C)OC(=O)N1CCc2[nH]c(-c3ccnc(N)n3)c(I)c2C1=O. The reactants are C(C)OC=1C=C(C=NC1OCC1=CC=C(C=C1)OC)C1=CC(=C(C=C1)CC(=O)O)F (2-(4-(5-ethoxy-6-((4-methoxybenzyl)oxy)pyridin-3-yl)-2-fluorophenyl)acetic acid), CN(CCOC=1C=C(N)C=C(C1)C(F)(F)F)C (3-(2-(dimethylamino)ethoxy)-5-(trifluoromethyl)aniline), C(CC)P1(OP(OP(O1)(=O)CCC)(=O)CCC)=O (T3P). Solvent: N1=CC=CC=C1 (pyridine). Conditions: temperature 27 celsius, time 30 minute. Product: CN(CCOC=1C=C(C=C(C1)C(F)(F)F)NC(CC1=C(C=C(C=C1)C=1C=NC(=C(C1)OCC)OCC1=CC=C(C=C1)OC)F)=O)C (N-(3-(2-(dimethylamino)ethoxy)-5-(trifluoromethyl)phenyl)-2-(4-(5-ethoxy-6-((4-methoxybenzyl)oxy)pyridin-3-yl)-2-fluorophenyl)acetamide). The yield is 64.2%. Reaction SMILES: [CH2:1]([O:3][C:4]1[CH:5]=[C:6]([C:20]2[CH:25]=[CH:24][C:23]([CH2:26][C:27]([OH:29])=O)=[C:22]([F:30])[CH:21]=2)[CH:7]=[N:8][C:9]=1[O:10][CH2:11][C:12]1[CH:17]=[CH:16][C:15]([O:18][CH3:19])=[CH:14][CH:13]=1)[CH3:2].[CH3:31][N:32]([CH3:47])[CH2:33][CH2:34][O:35][C:36]1[CH:37]=[C:38]([CH:40]=[C:41]([C:43]([F:46])([F:45])[F:44])[CH:42]=1)[NH2:39].C(P1(=O)OP(CCC)(=O)OP(CCC)(=O)O1)CC>N1C=CC=CC=1>[CH3:31][N:32]([CH3:47])[CH2:33][CH2:34][O:35][C:36]1[CH:37]=[C:38]([NH:39][C:27](=[O:29])[CH2:26][C:23]2[CH:24]=[CH:25][C:20]([C:6]3[CH:7]=[N:8][C:9]([O:10][CH2:11][C:12]4[CH:17]=[CH:16][C:15]([O:18][CH3:19])=[CH:14][CH:13]=4)=[C:4]([O:3][CH2:1][CH3:2])[CH:5]=3)=[CH:21][C:22]=2[F:30])[CH:40]=[C:41]([C:43]([F:44])([F:45])[F:46])[CH:42]=1. Procedure: To a solution of 2-(4-(5-ethoxy-6-((4-methoxybenzyl)oxy)pyridin-3-yl)-2-fluorophenyl)acetic acid (100 mg, 0.243 mmol) and 3-(2-(dimethylamino)ethoxy)-5-(trifluoromethyl)aniline (60.3 mg, 0.243 mmol) in pyridine (2 mL) was added T3P® (0.5 mL, 0.243 mmol) at 27° C. under N2. The mixture was stirred at 27° C. for 30 min. LCMS showed the reaction was completed. Then the mixture was put onto ice (10 mg). The precipitate was filtered and redissolved in DCM (5 mL). The solution was washed with water (5... Starting materials: CC(C)(C)OC(=O)N1CCC(O[Si](C)(C)C(C)(C)C)C(=O)C1, C[Si](C)(C)CC#N, CC(C)[N-]C(C)C, [Li+], C1CCOC1. Product: CC(C)(C)OC(=O)N1CCC(O[Si](C)(C)C(C)(C)C)C(=CC#N)C1. RXN SMILES: [C:16]([CH3:17])([CH3:18])([CH3:19])[O:20][C:21](=[O:22])[N:23]1[CH2:24][C:25](=[O:37])[CH:26]([O:29][Si:30]([CH3:31])([CH3:32])[C:33]([CH3:34])([CH3:35])[CH3:36])[CH2:27][CH2:28]1.[CH3:1][Si:2]([CH3:3])([CH3:4])[CH2:5][C:6]#[N:7].[CH:8]([N-:9][CH:10]([CH3:11])[CH3:12])([CH3:13])[CH3:14].[Li+:15].[O:38]1[CH2:39][CH2:40][CH2:41][CH2:42]1>>[CH:5]([C:6]#[N:7])=[C:25]1[CH2:24][N:23]([C:21]([O:20][C:16]([CH3:17])([CH3:18])[CH3:19])=[O:22])[CH2:28][CH2:27][CH:26]1[O:29][Si:30]([CH3:31])([CH3:32])[C:33]([CH3:34])([CH3:35])[CH3:36].